Dataset: the Open Reaction Database (ORD), a public repository of structured organic reaction records. Task: describe an organic reaction: reactants, conditions, products, and yield The reactants are CN(C(CC1=C(C=CC(=C1)C)I)=O)C (N,N-Dimethyl-5-methyl-2-iodophenylacetamide), ClC1=C(N)C(=CC(=C1)Cl)C (2,4-dichloro-6-methylaniline), [I-] (iodide), C([O-])([O-])=O.[K+].[K+] (potassium carbonate). Reagents/catalysts: [Cu] (copper), [Cu] (copper). Solvent: xylenes. Product: CN(C(CC1=C(C=CC(=C1)C)NC1=C(C=C(C=C1C)Cl)Cl)=O)C (N,N-dimethyl-5-methyl-2-(2′,4′-dichloro-6′-methylanilino) phenylacetamide). As a reaction SMILES: [CH3:1][N:2]([CH3:14])[C:3](=[O:13])[CH2:4][C:5]1[CH:10]=[C:9]([CH3:11])[CH:8]=[CH:7][C:6]=1I.[Cl:15][C:16]1[CH:22]=[C:21]([Cl:23])[CH:20]=[C:19]([CH3:24])[C:17]=1[NH2:18].[I-].C(=O)([O-])[O-].[K+].[K+]>[Cu]>[CH3:1][N:2]([CH3:14])[C:3](=[O:13])[CH2:4][C:5]1[CH:10]=[C:9]([CH3:11])[CH:8]=[CH:7][C:6]=1[NH:18][C:17]1[C:19]([CH3:24])=[CH:20][C:21]([Cl:23])=[CH:22][C:16]=1[Cl:15] |f:3.4.5|. Reported procedure: N,N-Dimethyl-5-methyl-2-iodophenylacetamide (3.5 g, 11.5 mmol) and 2,4-dichloro-6-methylaniline (4.1 g, 23 mmol) are stirred in xylenes (100 ml) with copper powder (0.18 g, 2.9 mmol), copper(l) iodide (0.55 g, 2.9 mmol) and anhydrous potassium carbonate (1.6 g, 11.5 mmol). The reaction is heated to reflux temperature for 48 hours. While still slightly warm (40°) the brown suspension is filtered through a pad of Celite, which in turn is rinsed with toluene (75 ml). The filtrate is evaporated on a... Starting materials: Cc1ccccc1, O=C(Cl)C(=O)Cl, CC1(C)C(C=C(Cl)Cl)C1C(=O)O. Product: CC1(C)C(C=C(Cl)Cl)C1C(=O)Cl. RXN SMILES: [CH3:19][c:20]1[cH:21][cH:22][cH:23][cH:24][cH:25]1.[Cl:13][C:14]([C:15]([Cl:16])=[O:17])=[O:18].[Cl:1][C:2](=[CH:3][CH:4]1[C:5]([CH3:10])([CH3:11])[CH:6]1[C:7](=[O:8])[OH:9])[Cl:12]>>[Cl:1][C:2](=[CH:3][CH:4]1[C:5]([CH3:10])([CH3:11])[CH:6]1[C:7](=[O:8])[Cl:13])[Cl:12].